From a dataset of the Open Reaction Database (ORD), a public repository of structured organic reaction records. describe an organic reaction: reactants, conditions, products, and yield Reactants: C1(=CC=CC2=CC=CC=C12)CC(=O)OC (methyl 1-naphthylacetate), [Cl-].[NH4+] (ammonium chloride), S(=O)(=O)(OC)OC (dimethyl sulfate), C1(=CC=CC2=CC=CC=C12)CC(=O)OC (methyl 1-naphthylacetate). The reagents and catalysts are S(=O)(=O)([O-])C1=CC=C(C)C=C1.C(C)[N+](CC)(CC)CC (tetraethylammonium tosylate), [Pt] (platinum), S(=O)(=O)([O-])C1=CC=C(C)C=C1.C(C)[N+](CC)(CC)CC (tetraethylammonium tosylate). The solvent is C(C)#N (acetonitrile), C(C)#N (acetonitrile). Yields the product C1(=CC=CC2=CC=CC=C12)C(C(=O)OC)C (methyl 1-naphthyl(α-methyl)acetate). Yield: 92.0%. RXN SMILES: [C:1]1([CH2:11][C:12]([O:14][CH3:15])=[O:13])[C:10]2[C:5](=[CH:6][CH:7]=[CH:8][CH:9]=2)[CH:4]=[CH:3][CH:2]=1.S(OC)(O[CH3:20])(=O)=O.[Cl-].[NH4+]>S(C1C=CC(C)=CC=1)([O-])(=O)=O.C([N+](CC)(CC)CC)C.C(#N)C.[Pt]>[C:1]1([CH:11]([CH3:20])[C:12]([O:14][CH3:15])=[O:13])[C:10]2[C:5](=[CH:6][CH:7]=[CH:8][CH:9]=2)[CH:4]=[CH:3][CH:2]=1 |f:2.3,4.5|. Procedure details: Into the cathode chamber of an electrolytic cell divided with an ion-exchange resin diaphragm was placed a solution of 10 mmols of methyl 1-naphthylacetate, 12 mmols of dimethyl sulfate and 1.0 g of tetraethylammonium tosylate in 30 ml of acetonitrile. The anode chamber was supplied with a solution of 2.0 g of tetraethylammonium tosylate in 10 ml of acetonitrile. Constant current electrolysis was conducted at 0.2 A/cm2 with use of platinum for both the cathode and the anode. After passing 1.5 F ... Reactants: N1=CC=CC2=CC=C(C=C12)NC(=O)C1=CC2=CC=C(C=C2C=C1)Br (6-bromo-naphthalene-2-carboxylic acid quinolin-7-ylamide), C1(=C(C=CC=C1)P(C(C)(C)C)C(C)(C)C)C1=CC=CC=C1 (biphenyl-2-yl-di-tert-butyl-phosphane), N1CCOCC1 (morpholine), C[Si](C)(C)[N-][Si](C)(C)C.[Li+] (lithium bis(trimethylsilyl)amide). The reagents and catalysts are C=1C=CC(=CC1)/C=C/C(=O)/C=C/C2=CC=CC=C2.C=1C=CC(=CC1)/C=C/C(=O)/C=C/C2=CC=CC=C2.C=1C=CC(=CC1)/C=C/C(=O)/C=C/C2=CC=CC=C2.[Pd].[Pd] (tris(dibenzylideneacetone)dipalladium(0)). The solvent is O1CCOCC1 (dioxane). Reaction conditions: temperature 150 celsius. Yields the product N1=CC=CC2=CC=C(C=C12)NC(=O)C1=CC2=CC=C(C=C2C=C1)N1CCOCC1 (6-Morpholin-4-yl-naphthalene-2-carboxylic acid quinolin-7-ylamide). As a reaction SMILES: [N:1]1[C:10]2[C:5](=[CH:6][CH:7]=[C:8]([NH:11][C:12]([C:14]3[CH:23]=[CH:22][C:21]4[C:16](=[CH:17][CH:18]=[C:19](Br)[CH:20]=4)[CH:15]=3)=[O:13])[CH:9]=2)[CH:4]=[CH:3][CH:2]=1.C1(C2C=CC=CC=2)C=CC=CC=1P(C(C)(C)C)C(C)(C)C.[NH:46]1[CH2:51][CH2:50][O:49][CH2:48][CH2:47]1.C[Si]([N-][Si](C)(C)C)(C)C.[Li+]>O1CCOCC1.C1C=CC(/C=C/C(/C=C/C2C=CC=CC=2)=O)=CC=1.C1C=CC(/C=C/C(/C=C/C2C=CC=CC=2)=O)=CC=1.C1C=CC(/C=C/C(/C=C/C2C=CC=CC=2)=O)=CC=1.[Pd].[Pd]>[N:1]1[C:10]2[C:5](=[CH:6][CH:7]=[C:8]([NH:11][C:12]([C:14]3[CH:23]=[CH:22][C:21]4[C:16](=[CH:17][CH:18]=[C:19]([N:46]5[CH2:51][CH2:50][O:49][CH2:48][CH2:47]5)[CH:20]=4)[CH:15]=3)=[O:13])[CH:9]=2)[CH:4]=[CH:3][CH:2]=1 |f:3.4,6.7.8.9.10|. Procedure details: To a solution of 6-bromo-naphthalene-2-carboxylic acid quinolin-7-ylamide, Example 32(b), (40 mg, 0.106 mmol) in dioxane (2 mL) was added tris(dibenzylideneacetone)dipalladium(0) (5 mg, Aldrich), biphenyl-2-yl-di-tert-butyl-phosphane (5 mg, Strem), morpholine (74 mg, 0.85 mmol, Aldrich) and lithium bis(trimethylsilyl)amide (0.53 ml of 1 M solution in THF, 0.53 mmol, Aldrich). The mixture was heated in microwave at 150° C. for 5 min, cooled to room temperature, and partitioned between satd NH4Cl ... Reactants: CCO, O=C[O-], O=[N+]([O-])c1ccc2oc(-c3ccc(OC(F)(F)F)cc3)nc2c1, [NH4+]. Yields the product Nc1ccc2oc(-c3ccc(OC(F)(F)F)cc3)nc2c1. As a reaction SMILES: [CH3:28][CH2:29][OH:30].[CH:24]([O-:25])=[O:26].[N+:1]([O-:2])(=[O:3])[c:4]1[cH:5][cH:6][c:7]2[c:8]([n:9][c:10](-[c:12]3[cH:13][cH:14][c:15]([O:18][C:19]([F:20])([F:21])[F:22])[cH:16][cH:17]3)[o:11]2)[cH:23]1.[NH4+:27]>>[NH2:1][c:4]1[cH:5][cH:6][c:7]2[c:8]([n:9][c:10](-[c:12]3[cH:13][cH:14][c:15]([O:18][C:19]([F:20])([F:21])[F:22])[cH:16][cH:17]3)[o:11]2)[cH:23]1. The product is CN(C(=O)C(CC1=CC=CC=C1)NC(=O)C1=NC2=C(N1)C=CC(=C2)Cl)C (5-Chloro-1H-benzoimidazole-2-carboxylic acid (1-dimethylcarbamoyl-2-phenyl-ethyl)-amide). The reactants are Cl.N[C@H](C(=O)N(C)C)CC1=CC=CC=C1 ((S)-2-Amino-N,N-dimethyl-3-phenyl-propionamide hydrochloride), ClC1=CC2=C(NC(=N2)C(=O)O)C=C1 (5-chloro-1H-benzoimidazole-2-carboxylic acid). Procedure: (S)-2-Amino-N,N-dimethyl-3-phenyl-propionamide hydrochloride (2.0 mmol) and 5-chloro-1H-benzoimidazole-2-carboxylic acid (Crowther et al., J. Chem. Soc. 1949, p.1268, 2.0 mmol) were coupled according to Procedure A and the product purified by chromatography on silica gel eluted with 1:1 ethyl acetate-hexanes (235 mg, 63%): HPLC (60/40) 4.92 min (91%); PBMS 371/373 (MH+, 100%); 1H NMR (CDCl3) δ11.25 (br, 0.6H), 10.9 (br, 0.4H), 8.36 (m, 1H), 7.78 (d, 0.4H, J=7.72 (d, 0.6H, J=8.8 Hz), 7.52 (d, 0.6... Reaction SMILES: Cl.[NH2:2][C@@H:3]([CH2:9][C:10]1[CH:15]=[CH:14][CH:13]=[CH:12][CH:11]=1)[C:4]([N:6]([CH3:8])[CH3:7])=[O:5].[Cl:16][C:17]1[CH:28]=[CH:27][C:20]2[NH:21][C:22]([C:24](O)=[O:25])=[N:23][C:19]=2[CH:18]=1>>[CH3:7][N:6]([CH3:8])[C:4]([CH:3]([NH:2][C:24]([C:22]1[NH:21][C:20]2[CH:27]=[CH:28][C:17]([Cl:16])=[CH:18][C:19]=2[N:23]=1)=[O:25])[CH2:9][C:10]1[CH:11]=[CH:12][CH:13]=[CH:14][CH:15]=1)=[O:5] |f:0.1|. Starting materials: IC1=CC=C(C(C(=O)O)=C1)N (5-iodoanthranilic acid), ClC1=CC=C(C=C1)N=C=O (4-chlorophenyl isocyanate). Run in C(C)(=O)OCC (ethyl acetate), C(C)(=O)OCC (ethyl acetate). Product: ClC1=CC=C(C=C1)NC(=O)NC1=C(C(=O)O)C=C(C=C1)I (2-(4-Chlorophenylaminocarbonylamino)-5-iodobenzoic acid), substituted benzoic acid. RXN SMILES: [Cl:1][C:2]1[CH:7]=[CH:6][C:5]([N:8]=[C:9]=[O:10])=[CH:4][CH:3]=1.[I:11][C:12]1[CH:20]=[C:16]([C:17]([OH:19])=[O:18])[C:15]([NH2:21])=[CH:14][CH:13]=1>C(OCC)(=O)C>[Cl:1][C:2]1[CH:7]=[CH:6][C:5]([NH:8][C:9]([NH:21][C:15]2[CH:14]=[CH:13][C:12]([I:11])=[CH:20][C:16]=2[C:17]([OH:19])=[O:18])=[O:10])=[CH:4][CH:3]=1. Procedure details: 2-(4-Chlorophenylaminocarbonylamino)-5-iodobenzoic acid was prepared by adding a solution of 4-chlorophenyl isocyanate (15.4 g) in ethyl acetate (60 ml) dropwise, at room temperature, to a stirred suspension of 5-iodoanthranilic acid (26.3 g) in ethyl acetate (150 ml). The mixture was heated at reflux for 1 hour, cooled to ambient temperature and the solid removed by filtration, to give 34 g of the substituted benzoic acid. This (34 g) was added to absolute alcohol (250 ml) saturated with hydrog...